From a dataset of the Open Reaction Database (ORD), a public repository of structured organic reaction records. describe an organic reaction: reactants, conditions, products, and yield Reactants: CC1(C2CCC=3C4=CC[C@H]([C@@H](CCCC(C)C)C)[C@]4(CCC3[C@]2(CCC1O)C)C)C (4,4-dimethylcholesta-8,14-diene-3-ol), N1=CC=CC=C1 (pyridine), C(C)(=O)OC(C)=O (acetic anhydride). Yields the product C(C)(=O)OC1CC2CC[C@]3([C@@]4(CC[C@H]([C@@H](CC=CC(=C)C)C)[C@]4(CC[C@@H]3[C@]2(CC1)C)C)C)C (3-acetoxy-8,14-dimethylcholestadiene). Reaction SMILES: C[C:2]1(C)C(O)C[CH2:24][C@@:23]2(C)[CH:3]1CC[C:6]1[C:7]3[C@:19]([CH3:29])([CH2:20][CH2:21][C:22]=12)[C@@H:10]([C@H:11]([CH3:18])[CH2:12][CH2:13][CH2:14][CH:15]([CH3:17])[CH3:16])[CH2:9][CH:8]=3.[C:31]([O:34][C:35](=[O:37])[CH3:36])(=O)[CH3:32].N1[CH:43]=[CH:42][CH:41]=[CH:40][CH:39]=1>>[C:35]([O:34][CH:31]1[CH2:2][CH2:3][C@@:23]2([CH3:24])[CH:39]([CH2:40][CH2:41][C@:42]3([CH3:43])[C@@H:22]2[CH2:21][CH2:20][C@@:19]2([CH3:29])[C@@:7]3([CH3:6])[CH2:8][CH2:9][C@@H:10]2[C@H:11]([CH3:18])[CH2:12][CH:13]=[CH:14][C:15]([CH3:17])=[CH2:16])[CH2:32]1)(=[O:37])[CH3:36]. Procedure details: 1.3 g of 4,4-dimethylcholesta-8,14-diene-3-ol (Schroepfer et al., Chemistry and Physics of Lipids 47, p. 187 (1988)) were dissolved in 7.5 ml of pyridine and 7.5 ml of acetic anhydride and stirred at 22° C. overnight. The mixture was evaporated in vacuo, stripped twice with toluene, and purified by flash chromatography on SiO2 (toluene). The first 300 ml of eluate was evaporated, and the product crystallized from diethyl ether to yield 140 mg of 3-acetoxy-8,14-dimethylcholestadiene. Melting poin... Reaction conditions: time 18 hour. Procedure: 1H-Indazole-3-carboxaldehyde (75 mg, 0.51 mmol) and (polystyrylmethyl)trimethylammonium cyanoborohydride (125 mg, 0.51 mmol) were added to a solution of 6-(piperazin-1-yl)-3-(trifluoromethyl)-[1,2,4]triazolo[4,3-b]pyridazine (100 mg, 0.37 mmol) in DCM (2 mL)/acetic acid (0.2 mL). The mixture was stirred at ambient temperature for 18 hours. The resin was filtered off and the filtrate was evaporated. The crude product was purified by preparative HPLC (Waters XTerra C18 column, 5μ silica, 19 mm dia... The reactants are N1N=C(C2=CC=CC=C12)C=O (1H-Indazole-3-carboxaldehyde), (polystyrylmethyl)trimethylammonium cyanoborohydride, N1(CCNCC1)C=1C=CC=2N(N1)C(=NN2)C(F)(F)F (6-(piperazin-1-yl)-3-(trifluoromethyl)-[1,2,4]triazolo[4,3-b]pyridazine), C(C)(=O)O (acetic acid). Reaction SMILES: [NH:1]1[C:9]2[C:4](=[CH:5][CH:6]=[CH:7][CH:8]=2)[C:3]([CH:10]=O)=[N:2]1.[N:12]1([C:18]2[CH:19]=[CH:20][C:21]3[N:22]([C:24]([C:27]([F:30])([F:29])[F:28])=[N:25][N:26]=3)[N:23]=2)[CH2:17][CH2:16][NH:15][CH2:14][CH2:13]1.C(O)(=O)C>C(Cl)Cl>[NH:1]1[C:9]2[C:4](=[CH:5][CH:6]=[CH:7][CH:8]=2)[C:3]([CH2:10][N:15]2[CH2:14][CH2:13][N:12]([C:18]3[CH:19]=[CH:20][C:21]4[N:22]([C:24]([C:27]([F:28])([F:29])[F:30])=[N:25][N:26]=4)[N:23]=3)[CH2:17][CH2:16]2)=[N:2]1. Isolated yield 59.8%. Yields the product N1N=C(C2=CC=CC=C12)CN1CCN(CC1)C=1C=CC=2N(N1)C(=NN2)C(F)(F)F (6-[4-(1H-indazol-3-ylmethyl)piperazin-1-yl]-3-(trifluoromethyl)[1,2,4]triazolo[4,3-b]pyridazine). Solvent: C(Cl)Cl (DCM). Reactants: aqueous solution, [OH-].[Na+] (sodium hydroxide), C1(=CC=CC=C1)C(OC1CCN(CC1)CCCOC=1C=CC=2N(N1)C(=NN2)C(C#N)(C)C)C2=CC=CC=C2 (2-[6-[3-[4-(diphenylmethoxy)piperidino]propoxy][1,2,4]triazolo[4,3-b]pyridazin-3-yl]-2-methylpropionitrile). The solvent is CC(C)O (2-propanol). Run at temperature 40 celsius. Product: C1(=CC=CC=C1)C(OC1CCN(CC1)CCCOC=1C=CC=2N(N1)C(=NN2)C(C(=O)N)(C)C)C2=CC=CC=C2 (2-[6-[3-[4-(Diphenylmethoxy)piperidino]propoxy][1,2,4]triazolo[4,3-b]pyridazin-3-yl]-2-methylpropionamide). RXN SMILES: [C:1]1([CH:7]([C:33]2[CH:38]=[CH:37][CH:36]=[CH:35][CH:34]=2)[O:8][CH:9]2[CH2:14][CH2:13][N:12]([CH2:15][CH2:16][CH2:17][O:18][C:19]3[CH:20]=[CH:21][C:22]4[N:23]([C:25]([C:28]([CH3:32])([CH3:31])[C:29]#[N:30])=[N:26][N:27]=4)[N:24]=3)[CH2:11][CH2:10]2)[CH:6]=[CH:5][CH:4]=[CH:3][CH:2]=1.[OH-:39].[Na+]>CC(O)C>[C:33]1([CH:7]([C:1]2[CH:6]=[CH:5][CH:4]=[CH:3][CH:2]=2)[O:8][CH:9]2[CH2:10][CH2:11][N:12]([CH2:15][CH2:16][CH2:17][O:18][C:19]3[CH:20]=[CH:21][C:22]4[N:23]([C:25]([C:28]([CH3:32])([CH3:31])[C:29]([NH2:30])=[O:39])=[N:26][N:27]=4)[N:24]=3)[CH2:13][CH2:14]2)[CH:34]=[CH:35][CH:36]=[CH:37][CH:38]=1 |f:1.2|. Reported procedure: 409 mg of 2-[6-[3-[4-(diphenylmethoxy)piperidino]propoxy][1,2,4]triazolo[4,3-b]pyridazin-3-yl]-2-methylpropionitrile was dissolved in 6 ml of 2-propanol; 3.5 ml of a 1 N aqueous solution of sodium hydroxide was added, followed by stirring under heating at an external temperature of 40° C. for 12 hours. After cooling, the 2-propanol was distilled off; the residue was extracted with ethyl acetate-tetrahydrofuran (1:1), washed with saturated saline, and dried over magnesium sulfate. After concentra... Reactants: CCCCCON=O (n-Amyl nitrite), BrC1=CC(=C(N)C=C1)OC (4-bromo-2-methoxyaniline), C1=CC=CC=C1 (benzene). The product is BrC1=CC(=C(C=C1)C1=CC=CC=C1)OC (4-Bromo-2-methoxylbiphenyl). Reaction SMILES: CCCCCON=O.[Br:9][C:10]1[CH:16]=[CH:15][C:13](N)=[C:12]([O:17][CH3:18])[CH:11]=1.[CH:19]1[CH:24]=[CH:23][CH:22]=[CH:21][CH:20]=1>>[Br:9][C:10]1[CH:16]=[CH:15][C:13]([C:19]2[CH:24]=[CH:23][CH:22]=[CH:21][CH:20]=2)=[C:12]([O:17][CH3:18])[CH:11]=1. Reported procedure: n-Amyl nitrite (8.1 ml, 60 mmol) was slowly added to a stirred mixture of 4-bromo-2-methoxyaniline (J.Med.Chem., 1989, 32, 1936; 8.1 g, 60 mmol) and benzene (175 ml), under nitrogen, at about 50° C. When the addition was complete, the reaction mixture was heated under reflux for about 3 hours, then allowed to cool to room temperature and evaporated under reduced pressure. The residue was azeotroped with tetrahydrofuran, then with ethyl acetate, and purified by flash chromatography, using an elut...